Dataset: the Open Reaction Database (ORD), a public repository of structured organic reaction records. Task: describe an organic reaction: reactants, conditions, products, and yield The reactants are Cl.N(N)CC(=O)OCC (ethyl hydrazinoacetate hydrochloride), C(O)([O-])=O.[Na+] (sodium hydrogen carbonate), C(C)OC=C(C(=O)OCC)C(=O)OCC (diethyl ethoxymethylenemalonate), C(C1=CC=CC=C1)=O (Benzaldehyde). Solvent: C(C)O (ethanol), O (water), O (Water). Run at time 30 minute. Product: C(C1=CC=CC=C1)=NN(CC(=O)OCC)C=C(C(=O)OCC)C(=O)OCC (diethyl [(2-benzylidene-1-(ethoxycarbonylmethyl)hydrazino]methylene}malonate). Isolated yield 23.3%. Reaction SMILES: Cl.[NH:2]([CH2:4][C:5]([O:7][CH2:8][CH3:9])=[O:6])[NH2:3].C(=O)([O-])O.[Na+].[CH:15](=O)[C:16]1[CH:21]=[CH:20][CH:19]=[CH:18][CH:17]=1.C(O[CH:26]=[C:27]([C:33]([O:35][CH2:36][CH3:37])=[O:34])[C:28]([O:30][CH2:31][CH3:32])=[O:29])C>O.C(O)C>[CH:15](=[N:3][N:2]([CH:26]=[C:27]([C:28]([O:30][CH2:31][CH3:32])=[O:29])[C:33]([O:35][CH2:36][CH3:37])=[O:34])[CH2:4][C:5]([O:7][CH2:8][CH3:9])=[O:6])[C:16]1[CH:21]=[CH:20][CH:19]=[CH:18][CH:17]=1 |f:0.1,2.3|. Reported procedure: A mixture of ethyl hydrazinoacetate hydrochloride (15.5 g), sodium hydrogen carbonate (8.40 g), water (15 mL) and ethanol (100 mL) was stirred at room temperature for 30 min. Benzaldehyde (10.61 g) was added to the reaction mixture, and after stirring for 1 hr, diethyl ethoxymethylenemalonate (21.6 g) was added. The mixture was heated under reflux for 15 hrs. Water was poured into the reaction mixture, and the mixture was extracted with ethyl acetate. The organic layer was washed with saturated ...